From a dataset of the Open Reaction Database (ORD), a public repository of structured organic reaction records. describe an organic reaction: reactants, conditions, products, and yield Reactants: solution, Cl (HCl), C(C)(C)(C)OC(NC1CN(CCC1)CC(F)(F)F)=O ([1-(2,2,2-Trifluoro-ethyl)-piperidin-3-yl]-carbamic acid tert-butyl ester). Solvent: O1CCOCC1 (dioxane), O1CCOCC1 (dioxane). Run at time 8 hour. The product is Cl.FC(CN1CC(CCC1)N)(F)F (racemic 1-(2,2,2-trifluoro-ethyl)-piperidin-3-ylamine hydrochloride). RXN SMILES: C(OC(=O)[NH:7][CH:8]1[CH2:13][CH2:12][CH2:11][N:10]([CH2:14][C:15]([F:18])([F:17])[F:16])[CH2:9]1)(C)(C)C.[ClH:20]>O1CCOCC1>[ClH:20].[F:18][C:15]([F:16])([F:17])[CH2:14][N:10]1[CH2:11][CH2:12][CH2:13][CH:8]([NH2:7])[CH2:9]1 |f:3.4|. Reported procedure: [1-(2,2,2-Trifluoro-ethyl)-piperidin-3-yl]-carbamic acid tert-butyl ester (0.380 g, 1.3 mmol) was dissolved in 3 mL of dioxane. A 4 M solution of HCl in dioxane (3.3 mL, 13.3 mmol) was added and the resulting mixture was stirred overnight at RT before being evaporated to give racemic 1-(2,2,2-trifluoro-ethyl)-piperidin-3-ylamine hydrochloride.